Dataset: the Open Reaction Database (ORD), a public repository of structured organic reaction records. Task: describe an organic reaction: reactants, conditions, products, and yield The reactants are C(CCC)C1=NN(C(=C1CC1=C(C=C(C=C1)C1=C(C=CC=C1)S(NC(C)(C)C)(=O)=O)F)C#N)C1=C(C=CC(=C1)NC(CC)=O)Cl (3-n-butyl-4-[[2'-(N-t-butylsulfamoyl)-3-fluorobiphenyl-4-yl]methyl]-1-[2-chloro-5-(propionylamino)phenyl]-1H-pyrazole-5-carbonitrile), C1(=CC=CC=C1)OC (anisole), FC(C(=O)O)(F)F (trifluoroacetic acid). Reaction conditions: time 8 hour. Product: C(CCC)C1=NN(C(=C1CC1=C(C=C(C=C1)C1=C(C=CC=C1)S(N)(=O)=O)F)C#N)C1=C(C=CC(=C1)NC(CC)=O)Cl (3-n-Butyl-1-[2-chloro-5-(propionylamino)phenyl]-4-[(3-fluoro-2'-sulfamoylbiphenyl-4-yl)methyl]-1H-pyrazole-5-carbonitrile). Yield: 97.3%. As a reaction SMILES: [CH2:1]([C:5]1[C:9]([CH2:10][C:11]2[CH:16]=[CH:15][C:14]([C:17]3[CH:22]=[CH:21][CH:20]=[CH:19][C:18]=3[S:23](=[O:30])(=[O:29])[NH:24]C(C)(C)C)=[CH:13][C:12]=2[F:31])=[C:8]([C:32]#[N:33])[N:7]([C:34]2[CH:39]=[C:38]([NH:40][C:41](=[O:44])[CH2:42][CH3:43])[CH:37]=[CH:36][C:35]=2[Cl:45])[N:6]=1)[CH2:2][CH2:3][CH3:4].C1(OC)C=CC=CC=1.FC(F)(F)C(O)=O>>[CH2:1]([C:5]1[C:9]([CH2:10][C:11]2[CH:16]=[CH:15][C:14]([C:17]3[CH:22]=[CH:21][CH:20]=[CH:19][C:18]=3[S:23](=[O:30])(=[O:29])[NH2:24])=[CH:13][C:12]=2[F:31])=[C:8]([C:32]#[N:33])[N:7]([C:34]2[CH:39]=[C:38]([NH:40][C:41](=[O:44])[CH2:42][CH3:43])[CH:37]=[CH:36][C:35]=2[Cl:45])[N:6]=1)[CH2:2][CH2:3][CH3:4]. Reported procedure: A mixture of 142 mg (0.218 mmol) of 3-n-butyl-4-[[2'-(N-t-butylsulfamoyl)-3-fluorobiphenyl-4-yl]methyl]-1-[2-chloro-5-(propionylamino)phenyl]-1H-pyrazole-5-carbonitrile (from Step J), 237 μL (236 mg, 2.18 mmol) of anisole, and 675 μL of trifluoroacetic acid (TFA) was stirred at room temperature overnight in a stoppered flask. The mixture was evaporated under a stream of N2, and the residue was flash chromatographed on silica gel (elution with 1% and then 3% MeOH in CH2Cl2), yielding 126 mg (97%)...